The task is: describe an organic reaction: reactants, conditions, products, and yield. This data is from the Open Reaction Database (ORD), a public repository of structured organic reaction records. Starting materials: C(C)(C)(C)C=1C=C(C(=C(C1)NC(OCC(Cl)(Cl)Cl)=O)OC)CO (2,2,2-trichloroethyl 5-tert-butyl-3-(hydroxymethyl)-2-methoxyphenylcarbamate), N[C@H]1[C@H](C2=CC=CC=C2C1)O ((1S,2R)-2-amino-2,3-dihydro-1H-indene-1-ol), C([C@H](O)[C@@H](O)C(=O)O)(=O)O (L-tartaric acid), C(C)(C)N(C(C)C)CC (N,N-diisopropylethylamine). The solvent is C(C)#N (acetonitrile). Run at time 17 hour. Yields the product C(C)(C)(C)C=1C=C(C(=C(C1)NC(=O)N[C@H]1[C@H](C2=CC=CC=C2C1)O)OC)CO (1-(5-tert-butyl-3-(hydroxymethyl)-2-methoxyphenyl)-3-((1S,2R)-1-hydroxy-2,3-dihydro-1H-indene-2-yl)urea). Isolated yield 73.0%. RXN SMILES: [C:1]([C:5]1[CH:6]=[C:7]([CH2:22][OH:23])[C:8]([O:20][CH3:21])=[C:9]([NH:11][C:12](=[O:19])OCC(Cl)(Cl)Cl)[CH:10]=1)([CH3:4])([CH3:3])[CH3:2].[NH2:24][C@@H:25]1[CH2:33][C:32]2[C:27](=[CH:28][CH:29]=[CH:30][CH:31]=2)[C@@H:26]1[OH:34].C(O)(=O)[C@@H]([C@H](C(O)=O)O)O.C(N(CC)C(C)C)(C)C>C(#N)C>[C:1]([C:5]1[CH:6]=[C:7]([CH2:22][OH:23])[C:8]([O:20][CH3:21])=[C:9]([NH:11][C:12]([NH:24][C@@H:25]2[CH2:33][C:32]3[C:27](=[CH:28][CH:29]=[CH:30][CH:31]=3)[C@@H:26]2[OH:34])=[O:19])[CH:10]=1)([CH3:2])([CH3:3])[CH3:4]. Procedure: A suspension of 2,2,2-trichloroethyl 5-tert-butyl-3-(hydroxymethyl)-2-methoxyphenylcarbamate (1.50 g, 3.90 mmol), (1S,2R)-2-amino-2,3-dihydro-1H-indene-1-ol.L-tartaric acid salt (1.28 g, 4.29 mmol) and N,N-diisopropylethylamine (2.37 mL, 13.6 mmol) in acetonitrile (19.5 mL) was heated to reflux. After 17 hours, the mixture was allowed to cool and the reaction solution was concentrated under reduced pressure. The obtained residue was purified by column chromatography (silica gel, hexane/ethyl ace...